The task is: describe an organic reaction: reactants, conditions, products, and yield. This data is from the Open Reaction Database (ORD), a public repository of structured organic reaction records. Reaction SMILES: [Cl:1][C:2]1[N:3]=[N:4][C:5]([Cl:9])=[CH:6][C:7]=1Cl.C(=O)([O-])[O-].[Na+].[Na+].[N:16]1([CH2:22][CH2:23][OH:24])[CH2:21][CH2:20][NH:19][CH2:18][CH2:17]1>CN(C)C(=O)C>[Cl:1][C:2]1[N:3]=[N:4][C:5]([Cl:9])=[CH:6][C:7]=1[N:19]1[CH2:20][CH2:21][N:16]([CH2:22][CH2:23][OH:24])[CH2:17][CH2:18]1 |f:1.2.3|. Yield: 73.6%. Run in CN(C(C)=O)C (N,N-dimethylacetamide). Procedure: In a 50 mL round bottom flask, 9.18 g (0.05 mol) of 3,4,6-trichloro-pyridazine, 5.30 g (0.05 mol) of anhydrous sodium carbonate and 20 mL of N,N-dimethylacetamide (DMA) were added, stirred at room temperature, then 6.54 g (0.05 mol) of 2-(piperazin-1-yl)-ethanol (dissolved in 10 ml DMA) was added dropwise slowly, stirred overnight, filtered on the next day. 100 mL of distilled water was added into the filter cake and stirred, then filtered again to obtain 10.20 g of a white solid, yield: 73.6%, ... Starting materials: ClC=1N=NC(=CC1Cl)Cl (3,4,6-trichloro-pyridazine), C([O-])([O-])=O.[Na+].[Na+] (sodium carbonate), N1(CCNCC1)CCO (2-(piperazin-1-yl)-ethanol). The product is ClC=1N=NC(=CC1N1CCN(CC1)CCO)Cl (2-[4-(3,6-dichloropyridazin-4-yl)-piperazin-1-yl]-ethanol). Starting materials: CS(=O)(=O)OCC[C@@H](C1=CC=CC=C1)NC(=O)[C@@H]1SCCN1S(=O)(=O)C1=CC=C(C=C1)C1=CC=CC=C1 ((3S)-3-({[(2S)-3-([1,1′-biphenyl]-4-ylsulfonyl)-1,3-thiazolidin-2-yl]carbonyl}amino)-3-phenylpropyl methanesulfonate), CS(=O)(=O)OCC[C@@H](C1=CC=CC=C1)NC(=O)[C@@H]1SCCN1S(=O)(=O)C1=CC=C(C=C1)C1=CC=CC=C1 ((3S)-3-({[(2S)-3-([1,1′-biphenyl]-4-ylsulfonyl)-1,3-thiazolidin-2-yl]carbonyl}amino)-3-phenylpropyl methanesulfonate), N1CCCCC1 (piperidine). Yields the product C1(=CC=C(C=C1)S(=O)(=O)N1C(SCC1)C(=O)NC(CCN1CCCCC1)C1=CC=CC=C1)C1=CC=CC=C1 (3-([1,1′-biphenyl]-4-ylsulfonyl)-N-[1-phenyl-3-(1-piperidinyl)propyl]-1,3-thiazolidine-2-carboxamide). As a reaction SMILES: CS(O[CH2:6][CH2:7][C@H:8]([NH:15][C:16]([C@H:18]1[N:22]([S:23]([C:26]2[CH:31]=[CH:30][C:29]([C:32]3[CH:37]=[CH:36][CH:35]=[CH:34][CH:33]=3)=[CH:28][CH:27]=2)(=[O:25])=[O:24])[CH2:21][CH2:20][S:19]1)=[O:17])[C:9]1[CH:14]=[CH:13][CH:12]=[CH:11][CH:10]=1)(=O)=O.[NH:38]1[CH2:43][CH2:42][CH2:41][CH2:40][CH2:39]1>>[C:29]1([C:32]2[CH:33]=[CH:34][CH:35]=[CH:36][CH:37]=2)[CH:28]=[CH:27][C:26]([S:23]([N:22]2[CH2:21][CH2:20][S:19][CH:18]2[C:16]([NH:15][CH:8]([C:9]2[CH:14]=[CH:13][CH:12]=[CH:11][CH:10]=2)[CH2:7][CH2:6][N:38]2[CH2:43][CH2:42][CH2:41][CH2:40][CH2:39]2)=[O:17])(=[O:24])=[O:25])=[CH:31][CH:30]=1. Procedure details: Following the general method A as outlined in Example 16, starting from 3-({[3-([1,1′-biphenyl]-4-ylsulfonyl)-1,3-thiazolidin-2-yl]carbonyl}amino)-3-phenylpropyl methanesulfonate (Intermediate 9) and piperidine, the title compound was obtained in 99.5% purity by HPLC. Reactants: CCO, [H][H], CCN1C=C(N=[N+]=[N-])N=C(C2CC2)c2ccccc21. Product: CCN1C=C(N)N=C(C2CC2)c2ccccc21. Reaction SMILES: [CH3:22][CH2:23][OH:24].[H:20][H:21].[N:1](=[N+:2]=[N-:3])[C:4]1=[CH:10][N:9]([CH2:11][CH3:12])[c:8]2[c:7]([cH:16][cH:15][cH:14][cH:13]2)[C:6]([CH:17]2[CH2:18][CH2:19]2)=[N:5]1>>[NH2:1][C:4]1=[CH:10][N:9]([CH2:11][CH3:12])[c:8]2[c:7]([cH:16][cH:15][cH:14][cH:13]2)[C:6]([CH:17]2[CH2:18][CH2:19]2)=[N:5]1.